describe an organic reaction: reactants, conditions, products, and yield From a dataset of the Open Reaction Database (ORD), a public repository of structured organic reaction records. The reactants are C(O)([O-])=O.[Na+] (sodium hydrogencarbonate), OC1=C(C=CC(=C1)O)C1CCC(CC1)=O (4-(2,4-dihydroxyphenyl)cyclohexanone), ptoluenesulfonic acid monohydrate, C(CS)S (ethane-1,2-dithiol). Run in C1(=CC=CC=C1)C (toluene). Yields the product S1CCSC12CCC(CC2)C2=C(C=C(C=C2)O)O (4-(1,4-Dithiaspiro[4.5]dec-8-yl)-1,3-benzenediol). Isolated yield 98.0%. Reaction SMILES: [OH:1][C:2]1[CH:7]=[C:6]([OH:8])[CH:5]=[CH:4][C:3]=1[CH:9]1[CH2:14][CH2:13][C:12](=O)[CH2:11][CH2:10]1.[CH2:16]([SH:19])[CH2:17][SH:18].C(=O)([O-])O.[Na+]>C1(C)C=CC=CC=1>[S:18]1[C:12]2([CH2:13][CH2:14][CH:9]([C:3]3[CH:4]=[CH:5][C:6]([OH:8])=[CH:7][C:2]=3[OH:1])[CH2:10][CH2:11]2)[S:19][CH2:16][CH2:17]1 |f:2.3|. Reported procedure: To a round bottomed flask equipped with magnetic stirrer was added 4-(2,4-dihydroxyphenyl)cyclohexanone (1 g) and toluene (40 ml). To the stirred solution was added ethane-1,2-dithiol (0.49 ml) and a few crystals of ptoluenesulfonic acid monohydrate and the reaction mixture was heated under reflux for 3.5 hr. The reaction mixture was cooled to room temperature, saturated sodium hydrogencarbonate solution (20 ml) was added, and the layers were separated. The aqueous layer was diluted with water (... Starting materials: [Al+3], O=C(O)CCc1ccc(Br)cc1, CCOCC, [H-], [H-], [H-], [H-], [Li+], [Na+], [Na+], O=S(=O)([O-])[O-]. The product is OCCCc1ccc(Br)cc1. RXN SMILES: [Al+3:14].[Br:1][c:2]1[cH:3][cH:4][c:5]([CH2:8][CH2:9][C:10](=[O:11])[OH:12])[cH:6][cH:7]1.[CH3:26][CH2:27][O:28][CH2:29][CH3:30].[H-:13].[H-:16].[H-:17].[H-:18].[Li+:15].[Na+:19].[Na+:20].[O-:21][S:22](=[O:23])(=[O:24])[O-:25]>>[Br:1][c:2]1[cH:3][cH:4][c:5]([CH2:8][CH2:9][CH2:10][OH:11])[cH:6][cH:7]1. Starting materials: CS(=O)(=O)Cl (methanesulfonyl chloride), NC=1SC(=C(N1)C1=CC=CC=C1)C1=CC=CC=C1 (2-amino-4,5-diphenylthiazole), N1=CC=CC=C1 (pyridine). Solvent: ClCCl (dichloromethane). Product: CS(=O)(=O)NC=1SC(=C(N1)C1=CC=CC=C1)C1=CC=CC=C1 (2-methanesulfonylamino-4,5-diphenylthiazole). Yield: 24.4%. RXN SMILES: [CH3:1][S:2](Cl)(=[O:4])=[O:3].[NH2:6][C:7]1[S:8][C:9]([C:18]2[CH:23]=[CH:22][CH:21]=[CH:20][CH:19]=2)=[C:10]([C:12]2[CH:17]=[CH:16][CH:15]=[CH:14][CH:13]=2)[N:11]=1.N1C=CC=CC=1>ClCCl>[CH3:1][S:2]([NH:6][C:7]1[S:8][C:9]([C:18]2[CH:19]=[CH:20][CH:21]=[CH:22][CH:23]=2)=[C:10]([C:12]2[CH:17]=[CH:16][CH:15]=[CH:14][CH:13]=2)[N:11]=1)(=[O:4])=[O:3]. Reported procedure: 2.5 g of methanesulfonyl chloride was dropped into a solution of 5.0 g of 2-amino-4,5-diphenylthiazole and 3.3 ml of pyridine in dichloromethane under stirring at room temperature, and the resulting mixture was stirred as such overnight. Then the reaction mixture was successively washed with diluted hydrochloric acid, a saturated aqueous solution of sodium hydrogencarbonate and water in this order and dried over anhydrous magnesium sulfate. After distilling off the solvent under reduced pressure... Starting materials: ClC=1N=NC(=CC1)Cl (3,6-Dichloropyridazine), C1(=CC=CC=C1)CCO (2-phenylethanol), [H-].[Na+] (sodium hydride). Solvent: CN1C(CCC1)=O (N-methylpyrrolidin-2-one). Product: ClC=1N=NC(=CC1)OCCC1=CC=CC=C1 (3-Chloro-6-phenethyloxypyridazine). RXN SMILES: [Cl:1][C:2]1[N:3]=[N:4][C:5](Cl)=[CH:6][CH:7]=1.[C:9]1([CH2:15][CH2:16][OH:17])[CH:14]=[CH:13][CH:12]=[CH:11][CH:10]=1.[H-].[Na+]>CN1CCCC1=O>[Cl:1][C:2]1[N:3]=[N:4][C:5]([O:17][CH2:16][CH2:15][C:9]2[CH:14]=[CH:13][CH:12]=[CH:11][CH:10]=2)=[CH:6][CH:7]=1 |f:2.3|. Procedure details: 3,6-Dichloropyridazine (1.0 g, 6.712 mmol), 2-phenylethanol (820 mg, 6.712 mmol) and sodium hydride (60 percent suspension in oil, 268 mg, 6.712 mmol) were stirred in 25 ml of N-methylpyrrolidin-2-one at room temperature for 30 minutes. After concentrating, water and ethyl acetate were added, and the organic phase was removed, concentrated and purified by preparative HPLC (PR18, acetonitrile/water 0.1% TFA). Yield: 878 mg (56%), M+H+: 235.1. Starting materials: CCOC(=O)C(C)(C)SCC1CCCCO1, [Li+], C1COCCO1, [OH-], O, O. Yields the product CC(C)(SCC1CCCCO1)C(=O)O. RXN SMILES: [CH3:1][C:2]([C:3](=[O:4])[O:5][CH2:6][CH3:7])([CH3:8])[S:9][CH2:10][CH:11]1[O:12][CH2:13][CH2:14][CH2:15][CH2:16]1.[Li+:19].[O:21]1[CH2:22][CH2:23][O:24][CH2:25][CH2:26]1.[OH-:18].[OH2:17].[OH2:20]>>[CH3:1][C:2]([C:3](=[O:4])[OH:5])([CH3:8])[S:9][CH2:10][CH:11]1[O:12][CH2:13][CH2:14][CH2:15][CH2:16]1. Starting materials: COc1ccc(CO)cc1OC, CN1CCN(C)C1=O, Cc1cc(Cl)c2cccc(O)c2n1, [H-], [Na+]. Product: COc1ccc(COc2cc(C)nc3c(O)cccc23)cc1OC. As a reaction SMILES: [CH3:1][O:2][c:3]1[cH:4][c:5]([CH2:6][OH:7])[cH:8][cH:9][c:10]1[O:11][CH3:12].[CH3:28][N:29]1[CH2:30][CH2:31][N:32]([CH3:33])[C:34]1=[O:35].[Cl:15][c:16]1[cH:17][c:18]([CH3:27])[n:19][c:20]2[c:21]([OH:26])[cH:22][cH:23][cH:24][c:25]12.[H-:13].[Na+:14]>>[CH3:1][O:2][c:3]1[cH:4][c:5]([CH2:6][O:7][c:16]2[cH:17][c:18]([CH3:27])[n:19][c:20]3[c:21]([OH:26])[cH:22][cH:23][cH:24][c:25]23)[cH:8][cH:9][c:10]1[O:11][CH3:12]. The reactants are C(C)(=O)N([C@@H]1C[C@@H](N(C2=CC=CC=C12)C(=O)C1=CC=C(C=C1)C=CC(=O)O)C)C1=CC=C(C=C1)Cl ((2S,4R)-3-(4-{4-[acetyl-(4-chloro-phenyl)-amino]-2-methyl-3,4-dihydro-2H-quinoline-1-carbonyl}-phenyl)-acrylic acid), C(C)(=O)N([C@@H]1C[C@@H](N(C2=CC=CC=C12)C(=O)C1=CC=C(C=C1)C=CC(=O)O)C)C1=CC=C(C=C1)Cl ((2S,4R)-3-(4-{4-[acetyl-(4-chloro-phenyl)-amino]-2-methyl-3,4-dihydro-2H-quinoline-1-carbonyl}-phenyl)-acrylic acid). The reagents and catalysts are C(Cl)Cl (CH2Cl2), [Pd] (Pd—C). Solvent: CCO (EtOH). Reaction conditions: time 1 hour. The product is C(C)(=O)N([C@@H]1C[C@@H](N(C2=CC=CC=C12)C(=O)C1=CC=C(C=C1)CCC(=O)O)C)C1=CC=C(C=C1)Cl ((2S,4R)-3-(4-{4-[Acetyl-(4-chloro-phenyl)-amino]-2-methyl-3,4-dihydro-2H-quinoline-1-carbonyl}-phenyl)-propionic acid). Yield: 99.0%. As a reaction SMILES: [C:1]([N:4]([C:29]1[CH:34]=[CH:33][C:32]([Cl:35])=[CH:31][CH:30]=1)[C@H:5]1[C:14]2[C:9](=[CH:10][CH:11]=[CH:12][CH:13]=2)[N:8]([C:15]([C:17]2[CH:22]=[CH:21][C:20]([CH:23]=[CH:24][C:25]([OH:27])=[O:26])=[CH:19][CH:18]=2)=[O:16])[C@@H:7]([CH3:28])[CH2:6]1)(=[O:3])[CH3:2]>CCO.C(Cl)Cl.[Pd]>[C:1]([N:4]([C:29]1[CH:30]=[CH:31][C:32]([Cl:35])=[CH:33][CH:34]=1)[C@H:5]1[C:14]2[C:9](=[CH:10][CH:11]=[CH:12][CH:13]=2)[N:8]([C:15]([C:17]2[CH:22]=[CH:21][C:20]([CH2:23][CH2:24][C:25]([OH:27])=[O:26])=[CH:19][CH:18]=2)=[O:16])[C@@H:7]([CH3:28])[CH2:6]1)(=[O:3])[CH3:2]. Procedure: (2S,4R)-3-(4-{4-[Acetyl-(4-chloro-phenyl)-amino]-2-methyl-3,4-dihydro-2H-quinoline-1-carbonyl}-phenyl)-propionic acid was prepared from (2S,4R)-3-(4-{4-[acetyl-(4-chloro-phenyl)-amino]-2-methyl-3,4-dihydro-2H-quinoline-1-carbonyl}-phenyl)-acrylic acid. A solution of (2S,4R)-3-(4-{4-[acetyl-(4-chloro-phenyl)-amino]-2-methyl-3,4-dihydro-2H-quinoline-1-carbonyl}-phenyl)-acrylic acid (50 mg, 0.102 mmol) in EtOH (2 ml) and CH2Cl2 (10 drops for solubility) was subjected to Pd—C (10%, ca. 50 mg) and 1 ... The reactants are C(C)(C)(C)OC(=O)N1CCC2(CC1)C(NC1=CC=CC=C12)=O (1′-tert-butoxycarbonyl-spiro[3H-indole-3,4′-piperidin]-2(1H)-one), Cl (HCl). Run in C(C)(=O)OCC (ethyl acetate). Conditions: time 3 hour. Yields the product N1CCC2(CC1)C(NC1=CC=CC=C12)=O (spiro[3H-indole-3,4′-piperidin]-2(1H)-one). Reaction SMILES: C(OC([N:8]1[CH2:13][CH2:12][C:11]2([C:21]3[C:16](=[CH:17][CH:18]=[CH:19][CH:20]=3)[NH:15][C:14]2=[O:22])[CH2:10][CH2:9]1)=O)(C)(C)C.Cl>C(OCC)(=O)C>[NH:8]1[CH2:13][CH2:12][C:11]2([C:21]3[C:16](=[CH:17][CH:18]=[CH:19][CH:20]=3)[NH:15][C:14]2=[O:22])[CH2:10][CH2:9]1. Reported procedure: A solution of 1′-tert-butoxycarbonyl-spiro[3H-indole-3,4′-piperidin]-2(1H)-one, as described above in Step A, (551 mg, 1.70 mmol) in ethyl acetate saturated with HCl (5 mL) was stirred at ambient temp. for 3 hours as the product salt slowly crystallized out. This salt was collected by filtration and partitioned between methylene chloride and aqueous sat'd. sodium carbonate. The organic layer was separated off, dried (anhyd. sodium sulfate) filtered, and the solvent removed under vacuum. The resi...